This data is from the Open Reaction Database (ORD), a public repository of structured organic reaction records. The task is: describe an organic reaction: reactants, conditions, products, and yield The reactants are CC(NC(=O)c1cc(Cl)cnc1Cl)c1ccc(C(=O)OC(C)(C)C)cc1, Cc1cc(F)ccc1O. The product is Cc1cc(F)ccc1Oc1ncc(Cl)cc1C(=O)NC(C)c1ccc(C(=O)OC(C)(C)C)cc1. As a reaction SMILES: [Cl:1][c:2]1[n:3][cH:4][c:5]([Cl:26])[cH:6][c:7]1[C:8](=[O:9])[NH:10][CH:11]([CH3:12])[c:13]1[cH:14][cH:15][c:16]([C:17](=[O:18])[O:19][C:20]([CH3:21])([CH3:22])[CH3:23])[cH:24][cH:25]1.[F:27][c:28]1[cH:29][c:30]([CH3:35])[c:31]([OH:34])[cH:32][cH:33]1>>[c:2]1([O:34][c:31]2[c:30]([CH3:35])[cH:29][c:28]([F:27])[cH:33][cH:32]2)[n:3][cH:4][c:5]([Cl:26])[cH:6][c:7]1[C:8](=[O:9])[NH:10][CH:11]([CH3:12])[c:13]1[cH:14][cH:15][c:16]([C:17](=[O:18])[O:19][C:20]([CH3:21])([CH3:22])[CH3:23])[cH:24][cH:25]1. The reagents and catalysts are [Cu]Cl (copper (I) chloride). Reaction SMILES: N[C:2]1[CH:11]=[CH:10][C:5]([C:6]([O:8][CH3:9])=[O:7])=[CH:4][C:3]=1[Cl:12].[ClH:13].N([O-])=O.[Na+].[S:18](=[O:20])=[O:19]>O.CC(O)=O.[Cu]Cl>[Cl:12][C:3]1[CH:4]=[C:5]([CH:10]=[CH:11][C:2]=1[S:18]([Cl:13])(=[O:20])=[O:19])[C:6]([O:8][CH3:9])=[O:7] |f:2.3|. The yield is 50.0%. Procedure: To a suspension of methyl 4-amino-3-chlorobenzoate (33 g, 146 mmol, 1 eq) in a 1:1 mixture of concentrated HCl and water (140 ml) cooling in an ice/MeOH bath was added a solution of sodium nitrite (11.1 g, 160 mmol, 1.1 eq) in warm water (20 ml) dropwise, ensuring that the reaction temperature was maintained below 5° C. The mixture was filtered through a pad of Celite and the solids washed with water. The resulting filtrate was added portionwise to a mixture of sulphur dioxide (47 g, 729 mmol, 5... The solvent is CC(=O)O (AcOH), O (water), O (water). Yields the product ClC=1C=C(C(=O)OC)C=CC1S(=O)(=O)Cl (Methyl 3-chloro-4-(chlorosulfonyl)benzoate). Starting materials: NC1=C(C=C(C(=O)OC)C=C1)Cl (methyl 4-amino-3-chlorobenzoate), S(=O)=O (sulphur dioxide), N(=O)[O-].[Na+] (sodium nitrite), Cl (HCl). Starting materials: CC=1C=C(C(=O)NCCCCCC(=O)OC)C=CC1C1=CC=CC=C1 (methyl 6-(3-methyl-4-phenyl-benzamido)hexanoate), O.[OH-].[Li+] (lithium hydroxide monohydrate). Yields the product CC=1C=C(C(=O)NCCCCCC(=O)O)C=CC1C1=CC=CC=C1 (6-(3-methyl-4-phenyl-benzamido)hexanoic acid). The yield is 99.6%. Reaction SMILES: [CH3:1][C:2]1[CH:3]=[C:4]([CH:17]=[CH:18][C:19]=1[C:20]1[CH:25]=[CH:24][CH:23]=[CH:22][CH:21]=1)[C:5]([NH:7][CH2:8][CH2:9][CH2:10][CH2:11][CH2:12][C:13]([O:15]C)=[O:14])=[O:6].O.[OH-].[Li+]>>[CH3:1][C:2]1[CH:3]=[C:4]([CH:17]=[CH:18][C:19]=1[C:20]1[CH:21]=[CH:22][CH:23]=[CH:24][CH:25]=1)[C:5]([NH:7][CH2:8][CH2:9][CH2:10][CH2:11][CH2:12][C:13]([OH:15])=[O:14])=[O:6] |f:1.2.3|. Procedure details: The procedure of the step 2 in Example 80 was repeated except for using methyl 6-(3-methyl-4-phenyl-benzamido)hexanoate (195 mg, 0.574 mmol) instead of methyl 6-(3-bromo-2-methylbenzamido)hexanoate, and lithium hydroxide monohydrate (54 mg, 1.29 mmol) to obtain the title compound (186 mg, 99%). Reactants: solution, C(C)(CC)[Li] (s-butyl lithium), CN(CCN(C)C)C (tetramethylethylenediamine), C(C)I (ethyl iodide), C(C)C1=C(C(=O)N(CC)CC)C=CC=C1 (2-ethyl-N,N-diethylbenzamide). Solvent: C1CCCCC1 (cyclohexane), O (water), C1CCOC1 (THF). Reaction conditions: temperature -78 celsius. Yields the product C(C)(CC)C1=C(C(=O)N(CC)CC)C=CC=C1 (2-sec.-butyl-N,N-diethylbenzamide). Yield: 40.9%. As a reaction SMILES: CN(C)[CH2:3][CH2:4]N(C)C.[CH2:9]([C:11]1[CH:23]=[CH:22][CH:21]=[CH:20][C:12]=1[C:13]([N:15]([CH2:18][CH3:19])[CH2:16][CH3:17])=[O:14])[CH3:10].C([Li])(CC)C.C(I)C>C1COCC1.C1CCCCC1.O>[CH:9]([C:11]1[CH:23]=[CH:22][CH:21]=[CH:20][C:12]=1[C:13]([N:15]([CH2:16][CH3:17])[CH2:18][CH3:19])=[O:14])([CH2:3][CH3:4])[CH3:10]. Procedure: To a solution of 4.74 ml (0.031 mol) of tetramethylethylenediamine in 300 ml of THF (passed through alumina prior to use) was added 5.8 g (0.03 mol) of 2-ethyl-N,N-diethylbenzamide. The solution was cooled to -78° C. and treated with a solution of 34.9 ml (0.031 mol) of a 0.9M solution of s-butyl lithium in cyclohexane. When addition was complete, the mixture was stirred for twenty minutes and then treated with a solution of 3.2 ml (0.04 mol) of ethyl iodide while maintaining the temperature at ... Reactants: CC1=C(SC(=C1)N1C(N(CC1)CCOC1=CC=CC=C1)=O)C(=O)O (3-methyl-5-(2-oxo-3-(2-phenoxyethyl)imidazolidin-1-yl)thiophene-2-carboxylic acid), FC1=CC=C(CN2C(N(CC2)C2=CC(=C(S2)C(=O)O)C)=O)C=C1 (5-(3-(4-fluorobenzyl)-2-oxoimidazolidin-1-yl)-3-methylthiophene-2-carboxylic acid), O.C(C(=O)O)(=O)O.C(C(=O)O)(=O)O.CC1=NNC(=C1CN)C ((3,5-dimethyl-1H-pyrazol-4-yl)methanamine dioxalate monohydrate). The product is CC1=NNC(=C1CNC(=O)C=1SC(=CC1C)N1C(N(CC1)CC1=CC=C(C=C1)F)=O)C (N-((3,5-dimethyl-1H-pyrazol-4-yl)methyl)-5-(3-(4-fluorobenzyl)-2-oxoimidazolidin-1-yl)-3-methylthiophene-2-carboxamide). Yield: 24.0%. RXN SMILES: CC1C=C(N2CCN(CCOC3C=CC=CC=3)C2=O)SC=1C(O)=O.[F:25][C:26]1[CH:47]=[CH:46][C:29]([CH2:30][N:31]2[CH2:35][CH2:34][N:33]([C:36]3[S:40][C:39]([C:41]([OH:43])=O)=[C:38]([CH3:44])[CH:37]=3)[C:32]2=[O:45])=[CH:28][CH:27]=1.O.C(O)(=O)C(O)=O.C(O)(=O)C(O)=O.[CH3:61][C:62]1[C:66]([CH2:67][NH2:68])=[C:65]([CH3:69])[NH:64][N:63]=1>>[CH3:61][C:62]1[C:66]([CH2:67][NH:68][C:41]([C:39]2[S:40][C:36]([N:33]3[CH2:34][CH2:35][N:31]([CH2:30][C:29]4[CH:46]=[CH:47][C:26]([F:25])=[CH:27][CH:28]=4)[C:32]3=[O:45])=[CH:37][C:38]=2[CH3:44])=[O:43])=[C:65]([CH3:69])[NH:64][N:63]=1 |f:2.3.4.5|. Procedure details: Following the procedures as described in Example 55, making variations as required to replace 3-methyl-5-(2-oxo-3-(2-phenoxyethyl)imidazolidin-1-yl)thiophene-2-carboxylic acid with 5-(3-(4-fluorobenzyl)-2-oxoimidazolidin-1-yl)-3-methylthiophene-2-carboxylic acid to react with (3,5-dimethyl-1H-pyrazol-4-yl)methanamine dioxalate monohydrate, the title compound was obtained as a colorless solid in 24% yield: 1H NMR (300 MHz, CDCl3) δ 7.30-7.23 (m, 2H), 7.07-6.99 (m, 2H), 6.08 (s, 1H), 5.61 (t, J=4....